Dataset: the Open Reaction Database (ORD), a public repository of structured organic reaction records. Task: describe an organic reaction: reactants, conditions, products, and yield The reactants are [K] (potassium), C1=CC=CC2=CC3=CC=CC=C3C=C12 (anthracene), RO2800. Run in COCCOC (ethylene glycol dimethyl ether). Reaction conditions: time 8 hour. Product: C1=CC=CC2=CC3=CC=CC=C3C=C12.[K] (potassium anthracene). Reaction SMILES: [CH:1]1[C:14]2[C:5](=[CH:6][C:7]3[C:12]([CH:13]=2)=[CH:11][CH:10]=[CH:9][CH:8]=3)[CH:4]=[CH:3][CH:2]=1.[K:15]>COCCOC>[CH:4]1[C:5]2[C:14](=[CH:13][C:12]3[C:7]([CH:6]=2)=[CH:8][CH:9]=[CH:10][CH:11]=3)[CH:1]=[CH:2][CH:3]=1.[K:15] |f:3.4,^1:14,35|. Procedure: A potassium anthracene solution is prepared by adding about 17.8 gm of anthracene to about 500 ml of ethylene glycol dimethyl ether (monoglyme) in a flask in a glove box. A total of about 3.8 gm potassium metal is then added to the mixture. This composition gives a 5% by weight KAn solution. The mixture is then stirred overnight to allow the KAn formation to complete. The solution is then brought out of the glove box and placed into a large glass vessel blanketed with Ar gas. The bath effectiven... The reactants are C(C=1C(C(=O)O)=CC=CC1)(=O)O (Phthalic acid), C1(=CC=CC=C1)NN (phenylhydrazine). Reagents/catalysts: [Cl-].[Zn+2].[Cl-] (zinc chloride). Solvent: O1CCOCC1 (dioxane). Product: C1(=CC=CC=C1)NN1C(C=2C(C1=O)=CC=CC2)=O (N-Phenylamino-phthalimide). The yield is 30.0%. Reaction SMILES: [C:1]([OH:12])(=O)[C:2]1[C:3](=[CH:7][CH:8]=[CH:9][CH:10]=1)[C:4]([OH:6])=O.[C:13]1([NH:19][NH2:20])[CH:18]=[CH:17][CH:16]=[CH:15][CH:14]=1>[Cl-].[Zn+2].[Cl-].O1CCOCC1>[C:13]1([NH:19][N:20]2[C:1](=[O:12])[C:2]3=[CH:10][CH:9]=[CH:8][CH:7]=[C:3]3[C:4]2=[O:6])[CH:18]=[CH:17][CH:16]=[CH:15][CH:14]=1 |f:2.3.4|. Procedure details: Phthalic acid (1.66 gram, 0.01 mole), phenylhydrazine (1.08 gram, 0.01 mole), and zinc chloride (3.0 gram, 0.022 mole) were added into 50 ml. of dioxane. After refluxing for 2 hours, the mixture was cooled to room temperature. The solvent was then removed and the residue was poured into ice-water which precipitated a yellow solid. After recrystallization from methanol, the pure compound was obtained in 30% yield as yellow needles (0.7 grams; m.p. 180° C.). Reactants: O[C@@H]1CCO[C@@H]2[C@@H]3[C@H](C(N3C(=C12)C(=O)[O-])=O)[C@@H](C)O.[Na+] (Sodium (5S,6S, 7S, 11R)-11-hydroxy-5-[(R)-1-hydroxyethyl]-4-oxo-8-oxa-3-azatricyclo[5.4.0.03,6 ]undec-1-ene -2-carboxylate), O[C@H](C)[C@H]1C(N2C(=C3[C@H](CCC[C@@H]3[C@H]12)CCOC(C1=CN=CC=C1)=O)C(=O)[O-])=O.[Na+] (Sodium (5S,6R,7S,11R)-5-[(R)-1-hydroxyethyl]-11-(2-nicotinoyloxyethyl)-4-oxo-3-azatricyclo[5.4.0.03,6 ]-undec-1-ene-2-carboxylate), Example 29. The solvent is C1(=CC=CC=C1)C (toluene). Run at temperature 50 celsius, time 4 hour. Yields the product O[C@@H]1CCO[C@@H]2[C@@H]3[C@H](C(N3C(=C12)C(=O)OCC=C)=O)[C@@H](C)O (allyl (5S,6S,7S,11R)-11-hydroxy-5-[(R) -1-hydroxyethyl]-4-oxo-8-oxa-3azatricyclo[5.4.0.03,6 ]undec-1-ene-2-carboxylate). Reaction SMILES: [OH:1][C@H:2]1[C:12]2[C@@H:6]([C@H:7]3[N:10]([C:11]=2[C:13]([O-:15])=[O:14])[C:9](=[O:16])[C@@H:8]3[C@H:17]([OH:19])[CH3:18])[O:5][CH2:4][CH2:3]1.[Na+].O[C@@H:22]([C@@H:24]1[C@@H]2N(C(C([O-])=O)=C3[C@@H]2CCC[C@@H]3CCOC(=O)C2C=CC=NC=2)C1=O)[CH3:23].[Na+]>C1(C)C=CC=CC=1>[OH:1][C@H:2]1[C:12]2[C@@H:6]([C@H:7]3[N:10]([C:11]=2[C:13]([O:15][CH2:24][CH:22]=[CH2:23])=[O:14])[C:9](=[O:16])[C@@H:8]3[C@H:17]([OH:19])[CH3:18])[O:5][CH2:4][CH2:3]1 |f:0.1,2.3|. Procedure details: Sodium (5S,6S, 7S, 11R)-11-hydroxy-5-[(R)-1-hydroxyethyl]-4-oxo-8-oxa-3-azatricyclo[5.4.0.03,6 ]undec-1-ene -2-carboxylate ##STR54## (1) A solution of the compound obtained in Reference Example 29 (220 mg) in toluene (5 ml) was stirred at 50° C. for 4 hours and, then, at 80° C. for 8 hours. The solvent was then distilled off under reduced pressure and the residue was subjected to silica gel column chromatography (70-230 mesh, 20 g; ethyl acetate-hexane =1:2) to give allyl (5S,6S,7S,11R)-11-hydro...